The task is: describe an organic reaction: reactants, conditions, products, and yield. This data is from the Open Reaction Database (ORD), a public repository of structured organic reaction records. The reactants are CCOC(=O)Cc1ccc(N2Cc3c(c(OCC)c4ccccc4c3OCC)C2=O)cc1F, CCO, [Na+], [OH-]. Yields the product CCOc1c2c(c(OCC)c3ccccc13)C(=O)N(c1ccc(CC(=O)O)c(F)c1)C2. RXN SMILES: [CH2:1]([CH3:2])[O:3][c:4]1[c:5]2[c:6]([c:7]([O:27][CH2:28][CH3:29])[c:8]3[c:12]1[CH2:11][N:10]([c:13]1[cH:14][c:15]([F:25])[c:16]([CH2:19][C:20](=[O:21])[O:22][CH2:23][CH3:24])[cH:17][cH:18]1)[C:9]3=[O:26])[cH:30][cH:31][cH:32][cH:33]2.[CH3:36][CH2:37][OH:38].[Na+:35].[OH-:34]>>[CH2:1]([CH3:2])[O:3][c:4]1[c:5]2[c:6]([c:7]([O:27][CH2:28][CH3:29])[c:8]3[c:12]1[CH2:11][N:10]([c:13]1[cH:14][c:15]([F:25])[c:16]([CH2:19][C:20](=[O:21])[OH:22])[cH:17][cH:18]1)[C:9]3=[O:26])[cH:30][cH:31][cH:32][cH:33]2. Run in C(Cl)(Cl)(Cl)Cl (carbon tetrachloride). Starting materials: FC=1C=C(C=CC1C)C=1OC2=C(N1)C=CC=C2 (2-(3-fluoro-4-methyl-phenyl) benzoxazole), BrN1C(CCC1=O)=O (N-bromosuccinimide), C(C1=CC=CC=C1)(=O)OOC(C1=CC=CC=C1)=O (dibenzoyl peroxide). Reported procedure: To a solution of 5.1 gm. of 2-(3-fluoro-4-methyl-phenyl) benzoxazole in 60 ml. of carbon tetrachloride is added 6.23 gm. N-bromosuccinimide and 100 mg. of dibenzoyl peroxide. The reaction mixture is refluxed for 6 hours, filtered to remove succinimide and the filtrate concentrated to dryness. The residue is chromatographed on 500 gm. of silica gel. Elution with 1% ether in petroleum ether gives 2-(4-bromomethyl-3-fluorophenyl)benzoxazole, m.p. 150°-152°C. Reaction SMILES: [F:1][C:2]1[CH:3]=[C:4]([C:9]2[O:10][C:11]3[CH:17]=[CH:16][CH:15]=[CH:14][C:12]=3[N:13]=2)[CH:5]=[CH:6][C:7]=1[CH3:8].[Br:18]N1C(=O)CCC1=O.C(OOC(=O)C1C=CC=CC=1)(=O)C1C=CC=CC=1>C(Cl)(Cl)(Cl)Cl>[Br:18][CH2:8][C:7]1[CH:6]=[CH:5][C:4]([C:9]2[O:10][C:11]3[CH:17]=[CH:16][CH:15]=[CH:14][C:12]=3[N:13]=2)=[CH:3][C:2]=1[F:1]. Yields the product BrCC1=C(C=C(C=C1)C=1OC2=C(N1)C=CC=C2)F (2-(4-bromomethyl-3-fluorophenyl)benzoxazole). Starting materials: CO, C=CC1CC1(NC(=O)OC(C)(C)C)C(=O)OC, Cl, C1COCCO1. The product is C=CC1CC1(N)C(=O)OC, Cl. RXN SMILES: [CH3:19][OH:20].[CH3:1][O:2][C:3](=[O:4])[C:5]1([NH:10][C:11]([O:12][C:13]([CH3:14])([CH3:15])[CH3:16])=[O:17])[CH:6]([CH:8]=[CH2:9])[CH2:7]1.[ClH:18].[O:21]1[CH2:22][CH2:23][O:24][CH2:25][CH2:26]1>>[CH3:1][O:2][C:3](=[O:4])[C:5]1([NH2:10])[CH:6]([CH:8]=[CH2:9])[CH2:7]1.[ClH:18]. Starting materials: CCSCC(C)(O)c1cc2cc([N+](=O)[O-])c(C(F)(F)F)cc2[nH]1, CCO, [Cl-], ClCCl, [In], [NH4+]. The product is CCSCC(C)(O)c1cc2cc(N)c(C(F)(F)F)cc2[nH]1. Reaction SMILES: [CH2:1]([CH3:2])[S:3][CH2:4][C:5]([CH3:6])([OH:7])[c:8]1[nH:9][c:10]2[cH:11][c:12]([C:20]([F:21])([F:22])[F:23])[c:13]([N+:17]([O-:18])=[O:19])[cH:14][c:15]2[cH:16]1.[CH3:27][CH2:28][OH:29].[Cl-:24].[Cl:30][CH2:31][Cl:32].[In:26].[NH4+:25]>>[CH2:1]([CH3:2])[S:3][CH2:4][C:5]([CH3:6])([OH:7])[c:8]1[nH:9][c:10]2[cH:11][c:12]([C:20]([F:21])([F:22])[F:23])[c:13]([NH2:17])[cH:14][c:15]2[cH:16]1. Reactants: FC1=C(C(=O)C(C(=O)OCC)=CNN=CCC)C=C(C(=C1F)F)F (ethyl 2-(2,3,4,5-tetrafluorobenzoyl)-3-(2-propylidenehydrazino)-acrylate), [F-].[Na+] (sodium fluoride), CN(C=O)C (dimethylformamide), CN(C=O)C (dimethylformamide). The solvent is C(Cl)Cl.O (CH2Cl2 H2O). Product: FC=1C=C2C(C(=CN(C2=C(C1F)F)N=C(C)C)C(=O)OCC)=O (ethyl 6,7,8-trifluoro-1-(2-propylideneamino)-1,4-dihydro-4-oxo-3-quinolinecarboxylate). RXN SMILES: F[C:2]1[C:21]([F:22])=[C:20]([F:23])[C:19]([F:24])=[CH:18][C:3]=1[C:4]([C:6](=[CH:12][NH:13][N:14]=[CH:15][CH2:16]C)[C:7]([O:9][CH2:10][CH3:11])=[O:8])=[O:5].[F-].[Na+].[CH3:27]N(C)C=O>C(Cl)Cl.O>[F:24][C:19]1[CH:18]=[C:3]2[C:2](=[C:21]([F:22])[C:20]=1[F:23])[N:13]([N:14]=[C:15]([CH3:16])[CH3:27])[CH:12]=[C:6]([C:7]([O:9][CH2:10][CH3:11])=[O:8])[C:4]2=[O:5] |f:1.2,4.5|. Procedure details: 10.38 g of ethyl 2-(2,3,4,5-tetrafluorobenzoyl)-3-(2-propylidenehydrazino)-acrylate, 2 g of sodium fluoride and 60 ml of dimethylformamide are heated at 150°-160° C. for 2.5 hours. The dimethylformamide is stripped off in vacuo, the residue is taken up in CH2Cl2 /H2O and the CH2Cl phase is concentrated in vacuo, after drying with Na2SO4. Recrystallization from ethanol gives 6 g of ethyl 6,7,8-trifluoro-1-(2-propylideneamino)-1,4-dihydro-4-oxo-3-quinolinecarboxylate of melting point 166° C. A sus... Reactants: O=C1N(CN(C12CCN(CC2)CCCN2C(NC1=C2C=CC=C1)=O)C1=CC=CC=C1)CCCCCC(=O)OCC1=CC=CC=C1 (benzyl 6-(4-oxo-8-(3-(2-oxo-2,3-dihydro-1H-benzo[d]imidazol-1-yl)propyl)-1-phenyl-1,3,8-triazaspiro[4.5]decan-3-yl)hexanoate). The reagents and catalysts are [Pd] (palladium on carbon). Run in C(C)(=O)OCC.CO (ethyl acetate methanol). Conditions: time 2 hour. The product is O=C1N(CN(C12CCN(CC2)CCCN2C(NC1=C2C=CC=C1)=O)C1=CC=CC=C1)CCCCCC(=O)O (6-(4-Oxo-8-(3-(2-oxo-2,3-dihydro-1H-benzo[d]imidazol-1-yl)propyl)-1-phenyl-1,3,8-triazaspiro[4.5]decan-3-yl)hexanoic acid). Yield: 42.2%. Reaction SMILES: [O:1]=[C:2]1[C:6]2([CH2:11][CH2:10][N:9]([CH2:12][CH2:13][CH2:14][N:15]3[C:19]4[CH:20]=[CH:21][CH:22]=[CH:23][C:18]=4[NH:17][C:16]3=[O:24])[CH2:8][CH2:7]2)[N:5]([C:25]2[CH:30]=[CH:29][CH:28]=[CH:27][CH:26]=2)[CH2:4][N:3]1[CH2:31][CH2:32][CH2:33][CH2:34][CH2:35][C:36]([O:38]CC1C=CC=CC=1)=[O:37]>[Pd].C(OCC)(=O)C.CO>[O:1]=[C:2]1[C:6]2([CH2:7][CH2:8][N:9]([CH2:12][CH2:13][CH2:14][N:15]3[C:19]4[CH:20]=[CH:21][CH:22]=[CH:23][C:18]=4[NH:17][C:16]3=[O:24])[CH2:10][CH2:11]2)[N:5]([C:25]2[CH:30]=[CH:29][CH:28]=[CH:27][CH:26]=2)[CH2:4][N:3]1[CH2:31][CH2:32][CH2:33][CH2:34][CH2:35][C:36]([OH:38])=[O:37] |f:2.3|. Procedure details: To a solution of benzyl 6-(4-oxo-8-(3-(2-oxo-2,3-dihydro-1H-benzo[d]imidazol-1-yl)propyl)-1-phenyl-1,3,8-triazaspiro[4.5]decan-3-yl)hexanoate (0.25 g, 0.41 mmol) in 4:1 ratio of ethyl acetate/methanol (4 mL), was added 10 wt % palladium on carbon (0.1 g). After stirring under hydrogen at room temperature and atmospheric pressure for 2 hours, the reaction mixture was filtered, washed with 1% acetic acid in methanol, concentrated in vacuo and isolated by reverse phase HPLC to obtain the title comp... Procedure: A solution of the product from Example 34 (50 mg) in dichloromethane (2 ml) and thionyl chloride (0.1 ml) was heated under reflux for 1 h, then evaporated to dryness under reduced pressure. The residue was dissolved in ethanol, 10% palladium-on-carbon catalyst was added, and the mixture was shaken in an atomosphere of hydrogen at room temperature and atmospheric pressure for 1 h. The mixture was filtered, the filtrate was evaporated to dryness under reduced pressure, and the residue was partitio... Reaction conditions: time 1 hour. Product: N1=CC(=CC=C1)CC=1C=C(C=C(C1)C(C#N)(C)C)C(C#N)(C)C (2,2'-[5-(3-pyridylmethyl)-1,3-phenylene]di(2-methylpropiononitrile)). Run in ClCCl (dichloromethane), S(=O)(Cl)Cl (thionyl chloride). RXN SMILES: O[CH:2]([C:9]1[CH:10]=[C:11]([C:20]([CH3:24])([CH3:23])[C:21]#[N:22])[CH:12]=[C:13]([C:15]([CH3:19])([CH3:18])[C:16]#[N:17])[CH:14]=1)[C:3]1[CH:4]=[N:5][CH:6]=[CH:7][CH:8]=1>ClCCl.S(Cl)(Cl)=O>[N:5]1[CH:6]=[CH:7][CH:8]=[C:3]([CH2:2][C:9]2[CH:10]=[C:11]([C:20]([CH3:24])([CH3:23])[C:21]#[N:22])[CH:12]=[C:13]([C:15]([CH3:19])([CH3:18])[C:16]#[N:17])[CH:14]=2)[CH:4]=1. The reactants are OC(C=1C=NC=CC1)C=1C=C(C=C(C1)C(C#N)(C)C)C(C#N)(C)C (2,2'-[5-(1-hydroxy-1-(3-pyridyl]methyl)-1,3-phenylene]di(2-methyl propiononitrile)).